Dataset: the Open Reaction Database (ORD), a public repository of structured organic reaction records. Task: describe an organic reaction: reactants, conditions, products, and yield Starting materials: CC(=O)[O-], CC(=O)[O-], CCC(CC)(c1ccc(CCC(O)(C(F)(F)F)C(F)(F)F)c(C)c1)c1ccc(B2OC(C)(C)C(C)(C)O2)c(C)c1, COC(=O)Cc1ccc(Br)cc1, Cc1ccccc1, COc1cccc(OC)c1-c1ccccc1P(C1CCCCC1)C1CCCCC1, [Cl-], [K+], [K+], [K+], [NH4+], O, O=P([O-])([O-])[O-], [Pd+2]. Product: CCC(CC)(c1ccc(CCC(O)(C(F)(F)F)C(F)(F)F)c(C)c1)c1ccc(-c2ccc(CC(=O)OC)cc2)c(C)c1. RXN SMILES: [C:104]([O-:105])(=[O:106])[CH3:107].[C:99]([O-:100])(=[O:101])[CH3:102].[CH2:50]([CH3:51])[C:52]([CH2:53][CH3:54])([c:55]1[cH:56][c:57]([CH3:70])[c:58]([B:61]2[O:62][C:63]([CH3:64])([CH3:65])[C:66]([CH3:67])([CH3:68])[O:69]2)[cH:59][cH:60]1)[c:71]1[cH:72][c:73]([CH3:89])[c:74]([CH2:77][CH2:78][C:79]([C:80]([F:81])([F:82])[F:83])([OH:84])[C:85]([F:86])([F:87])[F:88])[cH:75][cH:76]1.[CH3:1][O:2][C:3]([CH2:4][c:5]1[cH:6][cH:7][c:8]([Br:11])[cH:9][cH:10]1)=[O:12].[CH3:92][c:93]1[cH:94][cH:95][cH:96][cH:97][cH:98]1.[CH:13]1([P:14]([CH:15]2[CH2:16][CH2:17][CH2:18][CH2:19][CH2:20]2)[c:21]2[cH:22][cH:23][cH:24][cH:25][c:26]2-[c:27]2[c:28]([O:29][CH3:30])[cH:31][cH:32][cH:33][c:34]2[O:35][CH3:36])[CH2:37][CH2:38][CH2:39][CH2:40][CH2:41]1.[Cl-:90].[K+:47].[K+:48].[K+:49].[NH4+:91].[OH2:108].[P:42]([O-:43])([O-:44])([O-:45])=[O:46].[Pd+2:103]>>[CH3:1][O:2][C:3]([CH2:4][c:5]1[cH:6][cH:7][c:8](-[c:58]2[c:57]([CH3:70])[cH:56][c:55]([C:52]([CH2:50][CH3:51])([CH2:53][CH3:54])[c:71]3[cH:72][c:73]([CH3:89])[c:74]([CH2:77][CH2:78][C:79]([C:80]([F:81])([F:82])[F:83])([OH:84])[C:85]([F:86])([F:87])[F:88])[cH:75][cH:76]3)[cH:60][cH:59]2)[cH:9][cH:10]1)=[O:12]. Reported procedure: A solution of 3.99 g (13.6 mmol) 2-trichloromethyl-1H-benzoimidazole-4-carboxylic acid methyl ester in 40 mL THF was added slowly to a mixture of 2.9 g (13.6 mmol) 1-isopropyl-piperidin-4-ylamine-dihydrochloride and 13.7 g (0.163 mol, 12 equivalents) NaHCO3 in 200 mL THF and 120 mL water. The reaction mixture was stirred for 2 h at RT. The THF was distilled off. The resulting aqueous suspension was diluted with 200 mL CH2Cl2 and extracted twice with 150 mL water. The organic layer was concentrat... Product: COC(=O)C1=CC=CC=2NC(=NC21)C(NC2CCN(CC2)C(C)C)=O (2-(1-Isopropyl-piperidin-4-ylcarbamoyl)-1H-benzoimidazole-4-carboxylic acid methyl ester). Reaction conditions: time 2 hour. As a reaction SMILES: [CH3:1][O:2][C:3]([C:5]1[C:13]2[N:12]=[C:11]([C:14](Cl)(Cl)Cl)[NH:10][C:9]=2[CH:8]=[CH:7][CH:6]=1)=[O:4].Cl.Cl.[CH:20]([N:23]1[CH2:28][CH2:27][CH:26]([NH2:29])[CH2:25][CH2:24]1)([CH3:22])[CH3:21].C([O-])(O)=[O:31].[Na+]>C1COCC1.O>[CH3:1][O:2][C:3]([C:5]1[C:13]2[N:12]=[C:11]([C:14](=[O:31])[NH:29][CH:26]3[CH2:27][CH2:28][N:23]([CH:20]([CH3:22])[CH3:21])[CH2:24][CH2:25]3)[NH:10][C:9]=2[CH:8]=[CH:7][CH:6]=1)=[O:4] |f:1.2.3,4.5|. The solvent is C1CCOC1 (THF), C1CCOC1 (THF), O (water). Starting materials: COC(=O)C1=CC=CC=2NC(=NC21)C(Cl)(Cl)Cl (2-trichloromethyl-1H-benzoimidazole-4-carboxylic acid methyl ester), Cl.Cl.C(C)(C)N1CCC(CC1)N (1-isopropyl-piperidin-4-ylamine-dihydrochloride), C(=O)(O)[O-].[Na+] (NaHCO3). Yields the product O1B(OC(C)(C)C1(C)C)C2=CN(C=3C=CC=CC23)[Si](C(C)C)(C(C)C)C(C)C. Reagents/catalysts: OC(C)(C)C(O)(C)C, N(CC)(CC)CC, O1BOC=2C=CC=CC12, FC=1C(F)=C(F)C(B(C=2C(F)=C(F)C(F)=C(F)C2F)C=3C(F)=C(F)C(F)=C(F)C3F)=C(F)C1F. The reactants are C=1C=CC2=C(C1)C=CN2[Si](C(C)C)(C(C)C)C(C)C. The yield is 63.0%. Solvent: C=1C=CC(=CC1)C. Conditions: temperature 120 celsius, time 72 hour. Reported procedure: Prepared from N-(triisopropylsilyl)-1H-indole (4a, 54.7 mg, 0.200 mmol, 1.00 equiv) and catBH (96.0 mg, 0.800 mmol, 4.00 equiv) according to GP 2. The title compound was purified by flash column chromatography using cyclohexane/EtOAc/Et3N (30/1/1) as eluent to afford 6a (50.3 mg, 63%) as a slightly yellow oil.